Dataset: the Open Reaction Database (ORD), a public repository of structured organic reaction records. Task: describe an organic reaction: reactants, conditions, products, and yield Reactants: ClC=1C2=C(N=CN1)N(C=C2C)[C@H]2[C@](O)([C@H](OCC1=C(C=C(C=C1)Cl)Cl)[C@H](O2)COCC2=C(C=C(C=C2)Cl)Cl)C (4-Chloro-7-[3,5-bis-O-(2,4-dichlorophenylmethyl)-2-C-methyl-β-D-ribofuranosyl]-5-methyl-7H-pyrrolo[2,3-d]pyrimidine), B(Cl)(Cl)Cl (boron trichloride). The solvent is ClCCl (dichloromethane). Reaction conditions: temperature -78 celsius, time 2.5 hour. Product: ClC=1C2=C(N=CN1)N(C=C2C)[C@H]2[C@](O)([C@H](O)[C@H](O2)CO)C (4-Chloro-5-methyl-7-(2-C-methyl-β-D-ribofuranosyl)-7H-pyrrolo[2,3-d]pyrimidine). The yield is 77.9%. As a reaction SMILES: [Cl:1][C:2]1[C:3]2[C:10]([CH3:11])=[CH:9][N:8]([C@@H:12]3[O:27][C@H:26]([CH2:28][O:29]CC4C=CC(Cl)=CC=4Cl)[C@@H:15]([O:16]CC4C=CC(Cl)=CC=4Cl)[C@@:13]3([CH3:39])[OH:14])[C:4]=2[N:5]=[CH:6][N:7]=1.B(Cl)(Cl)Cl>ClCCl>[Cl:1][C:2]1[C:3]2[C:10]([CH3:11])=[CH:9][N:8]([C@@H:12]3[O:27][C@H:26]([CH2:28][OH:29])[C@@H:15]([OH:16])[C@@:13]3([CH3:39])[OH:14])[C:4]=2[N:5]=[CH:6][N:7]=1. Reported procedure: To a solution of the compound from Step A (0.87 g, 0.9 mmol) in dichloromethane (30 mL) at −78° C. was added boron trichloride (1M in dichloromethane, 9.0 mL, 9.0 mmol) dropwise. The mixture was stirred at −78° C. for 2.5 h, then at −30° C. to −20° C. for 3 h. The reaction was quenched by addition of methanol/dichloromethane (1:1) (9 mL) and the resulting mixture stirred at −15° C. for 30 min., then neutralized with aqueous ammonia at 0° C. and stirred at rt for 15 min. The solid was filtered an... Reactants: FC1=CC=C(C=C1)C=1N=C(OC1C1=CC=C(C=C1)S(=O)(=O)C)CCC(=O)OC (4-(4-fluorophenyl)-5-(4-(methylsulfonyl)phenyl)-2-oxazolepropionic acid, methyl ester), N (ammonia). The solvent is CO (methanol). Yields the product FC1=CC=C(C=C1)C=1N=C(OC1C1=CC=C(C=C1)S(=O)(=O)C)CCC(=O)N (4-(4-fluorophenyl)-5-(4-(methylsulfonyl)phenyl)-2-oxazolepropionic amide). RXN SMILES: [F:1][C:2]1[CH:7]=[CH:6][C:5]([C:8]2[N:9]=[C:10]([CH2:23][CH2:24][C:25]([O:27]C)=O)[O:11][C:12]=2[C:13]2[CH:18]=[CH:17][C:16]([S:19]([CH3:22])(=[O:21])=[O:20])=[CH:15][CH:14]=2)=[CH:4][CH:3]=1.[NH3:29]>CO>[F:1][C:2]1[CH:3]=[CH:4][C:5]([C:8]2[N:9]=[C:10]([CH2:23][CH2:24][C:25]([NH2:29])=[O:27])[O:11][C:12]=2[C:13]2[CH:14]=[CH:15][C:16]([S:19]([CH3:22])(=[O:20])=[O:21])=[CH:17][CH:18]=2)=[CH:6][CH:7]=1. Procedure details: Part 20) 4-(4-fluorophenyl)-5-(4-(methylsulfonyl)phenyl)-2-oxazolepropionic amide is prepared by treating 4-(4-fluorophenyl)-5-(4-(methylsulfonyl)phenyl)-2-oxazolepropionic acid, methyl ester with excess ammonia in methanol for 5 days, mp 193°-195° C. Starting materials: OCCN1CCC(CC1)(O)CC1=CC=C(C=C1)C (1-(2-hydroxy-ethyl)-4-(4-methyl-benzyl)-piperidin-4-ol), C(C1=CC=CC=C1)OC1=CC=C(C(=O)O)C=C1 (4-Benzyloxybenzoic acid), C(=O)(N1C=NC=C1)N1C=NC=C1 (carbonyldiimidazole), O (H2O). The solvent is CN(C)C=O (DMF), C(Cl)Cl (CH2Cl2), CN(C)C=O (DMF). Reaction conditions: time 4 hour. Product: OC1(CCN(CC1)CCOC(C1=CC=C(C=C1)OCC1=CC=CC=C1)=O)CC1=CC=C(C=C1)C (4-benzyloxy-benzoic acid 2-[4-hydroxy-4-(4-methyl-benzyl)-piperidin-1-yl]-ethyl ester). Yield: 47.1%. As a reaction SMILES: [CH2:1]([O:8][C:9]1[CH:17]=[CH:16][C:12]([C:13]([OH:15])=[O:14])=[CH:11][CH:10]=1)[C:2]1[CH:7]=[CH:6][CH:5]=[CH:4][CH:3]=1.C(N1C=CN=C1)(N1C=CN=C1)=O.O[CH2:31][CH2:32][N:33]1[CH2:38][CH2:37][C:36]([CH2:40][C:41]2[CH:46]=[CH:45][C:44]([CH3:47])=[CH:43][CH:42]=2)([OH:39])[CH2:35][CH2:34]1.O>CN(C=O)C.C(Cl)Cl>[OH:39][C:36]1([CH2:40][C:41]2[CH:46]=[CH:45][C:44]([CH3:47])=[CH:43][CH:42]=2)[CH2:37][CH2:38][N:33]([CH2:32][CH2:31][O:14][C:13](=[O:15])[C:12]2[CH:11]=[CH:10][C:9]([O:8][CH2:1][C:2]3[CH:3]=[CH:4][CH:5]=[CH:6][CH:7]=3)=[CH:17][CH:16]=2)[CH2:34][CH2:35]1. Procedure: 4-Benzyloxybenzoic acid (0.685 g, 3 mmol) was dissolved in DMF (6 ml), and 1,1,-carbonyldiimidazole (0.58 g, 3.6 mmol) was added portionwise. The reaction mixture was heated to 55°-60° C. for 20 min. and then cooled to room temperature. A solution of 1-(2-hydroxy-ethyl)-4-(4-methyl-benzyl)-piperidin-4-ol (0.78 g, 3.3 mmol) in DMF (2 ml) was added. The reaction mixture was stirred 23 hours at room temperature and 4 hours at 60° C. H2O (50 ml) was added followed by CH2Cl2. Organic phase was washed...